This data is from the Open Reaction Database (ORD), a public repository of structured organic reaction records. The task is: describe an organic reaction: reactants, conditions, products, and yield Reactants: C(C)OC(CNS(=O)(=O)C=1SC=CC1C1OCCO1)=O (N-[[3-(1,3-dioxolan-2-yl)-2-thienyl]sulfonyl]glycine ethyl ester), Cl (HCl). The solvent is [Cl-].[Na+].O (Brine), C1CCOC1 (THF). Run at time 6 hour. The product is C(C)OC(CNS(=O)(=O)C=1SC=CC1C=O)=O (N-[(3-formyl-2-thienyl)sulfonyl]glycine ethyl ester). Isolated yield 81.8%. Reaction SMILES: [CH2:1]([O:3][C:4](=[O:20])[CH2:5][NH:6][S:7]([C:10]1[S:11][CH:12]=[CH:13][C:14]=1[CH:15]1OCC[O:16]1)(=[O:9])=[O:8])[CH3:2].Cl>C1COCC1.[Cl-].[Na+].O>[CH2:1]([O:3][C:4](=[O:20])[CH2:5][NH:6][S:7]([C:10]1[S:11][CH:12]=[CH:13][C:14]=1[CH:15]=[O:16])(=[O:9])=[O:8])[CH3:2] |f:3.4.5|. Procedure: To a solution of the product from Step A (31.0 g 97.0 mmol) in THF (100 mL) was added 3N HCl and the mixture stirred for 6 h at room temperature. Brine (100 mL) was added and the mixture extracted with ethyl acetate (3×100 mL). The combined extracts were washed with brine (20.0 mL), dried (MgSO4) and evaporated to yield a white solid (22.0 g, 82%): mp 74°-76° C. The reactants are hydrochloride salt, CC1=CC=C(C=C1)S(=O)(=O)OCC1OC2=C(C1)C=CC=C2C2=C(C=CC=C2)F ((±)-[7-(2-fluorophenyl)-2,3-dihydro-1-benzofuran-2-yl]methyl 4-methylbenzenesulfonate), CN (methylamine). Product: CNCC1OC2=C(C1)C=CC=C2C2=C(C=CC=C2)F (N-methyl-1-[7-(2-fluorophenyl)-2,3-dihydro-1-benzofuran-2-yl]methanamine). Procedure: The title compound was prepared (0.147 g, 66%) following the general procedure of Example 390 as a white solid, hydrochloride salt from (±)-[7-(2-fluorophenyl)-2,3-dihydro-1-benzofuran-2-yl]methyl 4-methylbenzenesulfonate (0.300 g, 0.753 mmol) and methylamine (0.92 g, 29.5 mmol). mp 148-150° C. Reaction SMILES: CC1C=CC(S(O[CH2:12][CH:13]2[CH2:17][C:16]3[CH:18]=[CH:19][CH:20]=[C:21]([C:22]4[CH:27]=[CH:26][CH:25]=[CH:24][C:23]=4[F:28])[C:15]=3[O:14]2)(=O)=O)=CC=1.[CH3:29][NH2:30]>>[CH3:29][NH:30][CH2:12][CH:13]1[CH2:17][C:16]2[CH:18]=[CH:19][CH:20]=[C:21]([C:22]3[CH:27]=[CH:26][CH:25]=[CH:24][C:23]=3[F:28])[C:15]=2[O:14]1. As a reaction SMILES: [CH2:26]([Cl:27])[Cl:28].[CH3:21][Si:22]([CH3:23])([CH3:24])[Br:25].[OH:1][CH2:2][c:3]1[cH:4][cH:5][c:6](-[c:9]2[c:10]([NH:15][C:16](=[O:17])[N:18]([CH3:19])[CH3:20])[cH:11][cH:12][cH:13][cH:14]2)[cH:7][cH:8]1>>[CH2:2]([c:3]1[cH:4][cH:5][c:6](-[c:9]2[c:10]([NH:15][C:16](=[O:17])[N:18]([CH3:19])[CH3:20])[cH:11][cH:12][cH:13][cH:14]2)[cH:7][cH:8]1)[Br:25]. Starting materials: ClCCl, C[Si](C)(C)Br, CN(C)C(=O)Nc1ccccc1-c1ccc(CO)cc1. Yields the product CN(C)C(=O)Nc1ccccc1-c1ccc(CBr)cc1. The reactants are C(CCC)[Li] (n-Butyl lithium), 3, solid, C=O (paraformaldehyde), C(CCCC)OCC#C (3-(pentyloxy)prop-1-yne), C(C)OCC (ethyl ether), CCOCC (Ether). Run in CCCCCC (hexane), O (water). Run at temperature -78 celsius. Yields the product C(CCCC)OCC#CCO (4-(pentyloxy)but-2-yn-1-ol). Reaction SMILES: [CH2:1]([O:6][CH2:7][C:8]#[CH:9])[CH2:2][CH2:3][CH2:4][CH3:5].[CH2:10]([O:12]CC)C.C([Li])CCC.C=O>CCCCCC.O>[CH2:1]([O:6][CH2:7][C:8]#[C:9][CH2:10][OH:12])[CH2:2][CH2:3][CH2:4][CH3:5]. Procedure: To a 500 mL 3 neck flask equipped with magnetic stirrer, addition funnel, and nitrogen inlet was charged 10 grams (g) of 3-(pentyloxy)prop-1-yne (0.72 mmol), and 140 mL of dry ethyl ether. The reaction mixture was cooled to −78° C. with stirring followed by the dropwise addition of 37.5 mls (60 mmole) of 1.6M n-Butyl lithium solution in hexane. The temperature was adjusted to 0° C. and 5.4 g (180 mmole) of solid paraformaldehyde was added. The mixture was then stirred at ambient temperature over... Reactants: C(C)(C)(C)OC(=O)N1CCC(CC1)C=1SC(=C(N1)C(C)O)C (4-[4-(1-Hydroxy-ethyl)-5-methyl-thiazol-2-yl]-piperidine-1-carboxylic acid tert-butyl ester), CS(=O)(=O)C1=CC=C(C=C1)O (4-methanesulfonyl-phenol), C1=CC=C(C=C1)P(C2=CC=CC=C2)C3=CC=CC=C3 (PPh3), CCOC(=O)/N=N/C(=O)OCC (DEAD). Solvent: C1CCOC1 (THF). Conditions: time 30 minute. The product is C(C)(C)(C)OC(=O)N1CCC(CC1)C=1SC(=C(N1)C(C)OC1=CC=C(C=C1)S(=O)(=O)C)C (4-{4-[1-(4-Methanesulfonyl-phenoxy)-ethyl]-5-methyl-thiazol-2-yl}-piperidine-1-carboxylic acid tert-butyl ester). Reaction SMILES: [C:1]([O:5][C:6]([N:8]1[CH2:13][CH2:12][CH:11]([C:14]2[S:15][C:16]([CH3:22])=[C:17]([CH:19]([OH:21])[CH3:20])[N:18]=2)[CH2:10][CH2:9]1)=[O:7])([CH3:4])([CH3:3])[CH3:2].[CH3:23][S:24]([C:27]1[CH:32]=[CH:31][C:30](O)=[CH:29][CH:28]=1)(=[O:26])=[O:25].C1C=CC(P(C2C=CC=CC=2)C2C=CC=CC=2)=CC=1.CCOC(/N=N/C(OCC)=O)=O>C1COCC1>[C:1]([O:5][C:6]([N:8]1[CH2:9][CH2:10][CH:11]([C:14]2[S:15][C:16]([CH3:22])=[C:17]([CH:19]([O:21][C:30]3[CH:31]=[CH:32][C:27]([S:24]([CH3:23])(=[O:26])=[O:25])=[CH:28][CH:29]=3)[CH3:20])[N:18]=2)[CH2:12][CH2:13]1)=[O:7])([CH3:3])([CH3:4])[CH3:2]. Reported procedure: To a solution of 4-[4-(1-Hydroxy-ethyl)-5-methyl-thiazol-2-yl]-piperidine-1-carboxylic acid tert-butyl ester (0.15 g, 0.46 mmol), 4-methanesulfonyl-phenol (0.08 g, 0.46 mmol) and PPh3 (0.14 g, 0.55 mmol) in THF (5 mL) was added DEAD (0.1 g, 0.55 mmol) at room temperature. The resulting mixture was stirred at room temperature for 30 minutes. The solvent was removed. The residue was purified by flash chromatography on silica gel to afford the desired product. 1H NMR (CDCl3): δ 7.79 (2H, m), 6.94 (... The reactants are CS(=O)(=O)Cl, COc1ccc(C(OCC2(C=CCCCCCO)OC(n3cc(C)c(=O)[nH]c3=O)CC2O[SiH2]C(C)(C)C(C)C)(c2ccccc2)c2ccc(OC)cc2)cc1, c1ccncc1. Yields the product COc1ccc(C(OCC2(C=CCCCCCOS(C)(=O)=O)OC(n3cc(C)c(=O)[nH]c3=O)CC2O[SiH2]C(C)(C)C(C)C)(c2ccccc2)c2ccc(OC)cc2)cc1. Reaction SMILES: [CH3:1][S:2]([Cl:3])(=[O:4])=[O:5].[CH3:6][O:7][c:8]1[cH:9][cH:10][c:11]([C:12]([c:13]2[cH:14][cH:15][c:16]([O:19][CH3:20])[cH:17][cH:18]2)([c:21]2[cH:22][cH:23][cH:24][cH:25][cH:26]2)[O:27][CH2:28][C:29]2([CH:51]=[CH:52][CH2:53][CH2:54][CH2:55][CH2:56][CH2:57][OH:58])[CH:30]([O:43][SiH2:44][C:45]([CH:46]([CH3:47])[CH3:48])([CH3:49])[CH3:50])[CH2:31][CH:32]([n:34]3[c:35](=[O:36])[nH:37][c:38](=[O:39])[c:40]([CH3:41])[cH:42]3)[O:33]2)[cH:59][cH:60]1.[cH:61]1[cH:62][cH:63][n:64][cH:65][cH:66]1>>[CH3:1][S:2](=[O:4])(=[O:5])[O:58][CH2:57][CH2:56][CH2:55][CH2:54][CH2:53][CH:52]=[CH:51][C:29]1([CH2:28][O:27][C:12]([c:11]2[cH:10][cH:9][c:8]([O:7][CH3:6])[cH:60][cH:59]2)([c:13]2[cH:14][cH:15][c:16]([O:19][CH3:20])[cH:17][cH:18]2)[c:21]2[cH:22][cH:23][cH:24][cH:25][cH:26]2)[CH:30]([O:43][SiH2:44][C:45]([CH:46]([CH3:47])[CH3:48])([CH3:49])[CH3:50])[CH2:31][CH:32]([n:34]2[c:35](=[O:36])[nH:37][c:38](=[O:39])[c:40]([CH3:41])[cH:42]2)[O:33]1. The reactants are CC(=O)O, FC1(F)Oc2c(CC3CCC4(CC3)OCCO4)cccc2C1(F)F, O. Product: O=C1CCC(Cc2cccc3c2OC(F)(F)C3(F)F)CC1. Reaction SMILES: [CH3:26][C:27](=[O:28])[OH:29].[F:1][C:2]1([F:24])[O:3][c:4]2[c:5]([cH:9][cH:10][cH:11][c:12]2[CH2:13][CH:14]2[CH2:15][CH2:16][C:17]3([O:18][CH2:21][CH2:20][O:19]3)[CH2:22][CH2:23]2)[C:6]1([F:7])[F:8].[OH2:25]>>[F:1][C:2]1([F:24])[O:3][c:4]2[c:5]([cH:9][cH:10][cH:11][c:12]2[CH2:13][CH:14]2[CH2:15][CH2:16][C:17](=[O:18])[CH2:22][CH2:23]2)[C:6]1([F:7])[F:8].